describe an organic reaction: reactants, conditions, products, and yield From a dataset of the Open Reaction Database (ORD), a public repository of structured organic reaction records. The reactants are C(C)(C)(C)OC(=O)N[C@H](C(C=C)=O)CC(C)C ((4S)-4-(t-Butyoxycarbonylamino)-6-methyl-1-hepten-3-one), [H-].C(C(C)C)[Al+]CC(C)C (diisobutylaluminum hydride). Run in O1CCCC1 (tetrahydrofuran). Run at temperature -78 celsius, time 0.5 hour. The product is C(C)(C)(C)OC(=O)N[C@H]([C@@H](C=C)O)CC(C)C ((3R,4S)-4-(t-Butyloxycarbonylamino)-3-hydroxy-6-methyl-1-heptene). Isolated yield 22.0%. Reaction SMILES: [C:1]([O:5][C:6]([NH:8][C@@H:9]([CH2:14][CH:15]([CH3:17])[CH3:16])[C:10](=[O:13])[CH:11]=[CH2:12])=[O:7])([CH3:4])([CH3:3])[CH3:2].[H-].C([Al+]CC(C)C)C(C)C>O1CCCC1>[C:1]([O:5][C:6]([NH:8][C@@H:9]([CH2:14][CH:15]([CH3:17])[CH3:16])[C@H:10]([OH:13])[CH:11]=[CH2:12])=[O:7])([CH3:4])([CH3:3])[CH3:2] |f:1.2|. Procedure: A solution of the resultant compound of Example 30 (3.25 g, 14.4 mmol) in anhydrous tetrahydrofuran was cooled to -78° C. and treated slowly along the side of the reaction vessel with 57 ml (57 mmol) of diisobutylaluminum hydride (1M in tetrahydrofuran). The solution was stirred at -78° C. for 0.5 h, quenched cautiously with methanol, allowed to warm to ambient temperature, and partitioned between ether and aqueous Rochelle salts. The organic phase was washed sequentially with water and brine, d...